Dataset: the Open Reaction Database (ORD), a public repository of structured organic reaction records. Task: describe an organic reaction: reactants, conditions, products, and yield The reactants are ClC1=NC=NC(=C1)Cl (4,6-dichloropyrimidine), C(C)(C)(C)C1=CC=C(C=C1)S(=O)(=O)N (4-tert-butylbenzenesulfonamide), [H-].[Na+] (sodium hydride). Solvent: Cl (hydrochloric acid), O (water), CN(C=O)C (dimethylformamide). Run at time 2 hour. The product is C(C)(C)(C)C1=CC=C(C=C1)S(=O)(=O)NC1=NC=NC(=C1)Cl (4-tert-butyl-N-(6-chloropyrimidin-4-yl)benzenesulfonamide). Yield: 69.4%. RXN SMILES: [Cl:1][C:2]1[CH:7]=[C:6](Cl)[N:5]=[CH:4][N:3]=1.[C:9]([C:13]1[CH:18]=[CH:17][C:16]([S:19]([NH2:22])(=[O:21])=[O:20])=[CH:15][CH:14]=1)([CH3:12])([CH3:11])[CH3:10].[H-].[Na+]>CN(C)C=O.Cl.O>[C:9]([C:13]1[CH:18]=[CH:17][C:16]([S:19]([NH:22][C:6]2[CH:7]=[C:2]([Cl:1])[N:3]=[CH:4][N:5]=2)(=[O:20])=[O:21])=[CH:15][CH:14]=1)([CH3:12])([CH3:10])[CH3:11] |f:2.3|. Reported procedure: To a solution of 4,6-dichloropyrimidine (1.33 g) and 4-tert-butylbenzenesulfonamide (1.96 g) in dimethylformamide (20 ml) is added sodium hydride (60% dispersion-type, 714 mg). The mixture is stirred at room temperature for two hours, and the reaction solution is diluted with 10% hydrochloric acid and water. The mixture is extracted with ethyl acetate, and the ethyl acetate layer is washed, dried, and evaporated to remove the solvent. The residue is recrystallized from ethyl acetate to give 4-te... Starting materials: CCOC(=O)N=S(C)(=O)c1cccc(COc2cc3ncnc(NC(CO)CO)c3cc2Br)c1, CO, ClCCl. The product is CS(=N)(=O)c1cccc(COc2cc3ncnc(NC(CO)CO)c3cc2Br)c1. RXN SMILES: [Br:1][c:2]1[cH:3][c:4]2[c:5]([NH:29][CH:30]([CH2:31][OH:32])[CH2:33][OH:34])[n:6][cH:7][n:8][c:9]2[cH:10][c:11]1[O:12][CH2:13][c:14]1[cH:15][c:16]([S:20](=[O:21])(=[N:22][C:23]([O:24][CH2:25][CH3:26])=[O:27])[CH3:28])[cH:17][cH:18][cH:19]1.[CH3:35][OH:36].[Cl:37][CH2:38][Cl:39]>>[Br:1][c:2]1[cH:3][c:4]2[c:5]([NH:29][CH:30]([CH2:31][OH:32])[CH2:33][OH:34])[n:6][cH:7][n:8][c:9]2[cH:10][c:11]1[O:12][CH2:13][c:14]1[cH:15][c:16]([S:20](=[O:21])(=[NH:22])[CH3:28])[cH:17][cH:18][cH:19]1. The reactants are N1C(=NC=C1)CN(C(OCC1=CC=CC=C1)=O)C (Benzyl 1H-imidazol-2-ylmethyl(methyl)carbamat), FC(C(=O)NCC1=C(C=CC=C1)N1N=C(C2=C1C(N(CC2)C2=C(C=C(C=C2)I)F)=O)C(F)(F)F)(F)F (1-[2-trifluoroacetamidomethyl-phenyl]-3-trifluoromethyl-6-[4-Iodo-2-fluorophenyl]-1,4,5,6-tetrahydropyrazolo-[3,4-c]-pyridin-7-one), C(=O)([O-])[O-].[K+].[K+] (K2CO3), N1=CC=CC2=CC=C3C=CC=NC3=C12 (1,10-phenanthroline). Reagents/catalysts: [Cu]I (CuI). The solvent is CS(=O)C (DMSO). Run at temperature 130 celsius. The product is COC1=CC=C(C=C1)N1N=C(C2=C1C(N(CC2)C2=CC=C(C=C2)N2C(=NC=C2)CN(C(OCC2=CC=CC=C2)=O)C)=C)C(F)(F)F (benzyl (1-{4-[1-(4-methoxyphenyl)-7-methylene-3-(trifluoromethyl)-1,4,5,7-tetrahydro-6H-pyrazolo[3,4-c]pyridin-6-yl]phenyl}-1H-imidazol-2-yl)methyl(methyl)carbamate). Yield: 66.9%. Reaction SMILES: [NH:1]1[CH:5]=[CH:4][N:3]=[C:2]1[CH2:6][N:7]([CH3:18])[C:8](=[O:17])[O:9][CH2:10][C:11]1[CH:16]=[CH:15][CH:14]=[CH:13][CH:12]=1.FC(F)(F)C(NC[C:25]1[CH:30]=[CH:29][CH:28]=[CH:27][C:26]=1[N:31]1[C:35]2[C:36](=O)[N:37]([C:40]3[CH:45]=[CH:44][C:43](I)=[CH:42][C:41]=3F)[CH2:38][CH2:39][C:34]=2[C:33]([C:49]([F:52])([F:51])[F:50])=[N:32]1)=O.[C:55]([O-:58])([O-])=O.[K+].[K+].N1C2C(=CC=C3C=2N=CC=C3)C=C[CH:62]=1>[Cu]I.CS(C)=O>[CH3:55][O:58][C:29]1[CH:30]=[CH:25][C:26]([N:31]2[C:35]3[C:36](=[CH2:62])[N:37]([C:40]4[CH:41]=[CH:42][C:43]([N:1]5[CH:5]=[CH:4][N:3]=[C:2]5[CH2:6][N:7]([CH3:18])[C:8](=[O:17])[O:9][CH2:10][C:11]5[CH:12]=[CH:13][CH:14]=[CH:15][CH:16]=5)=[CH:44][CH:45]=4)[CH2:38][CH2:39][C:34]=3[C:33]([C:49]([F:52])([F:50])[F:51])=[N:32]2)=[CH:27][CH:28]=1 |f:2.3.4|. Reported procedure: Benzyl 1H-imidazol-2-ylmethyl(methyl)carbamat (1.17 g, 4.76 mmol) from Part E, 1-[2-trifluoroacetamidomethyl-phenyl]-3-trifluoromethyl-6-[4-Iodo-2-fluorophenyl]-1,4,5,6-tetrahydropyrazolo-[3,4-c]-pyridin-7-one from Part D (1.63 g, 3.18 mmol), CuI (0.12 9, 20%), K2CO3 (0.66 g, 4.76 mmol), 1,10-phenanthroline (56 mg, 20%) were added together with 100 mL of DMSO. The mixture was degassed and then heated at 130° C. under N2 for 12 h. The mixture was cooled and aqueous NH4OH (200 mL of of 10% NH4OH) ... Reactants: CC(=O)C (acetone), C1(=CC=CC=C1)N1CCNCC1 (4-phenylpiperazine), BrCC1=CC=C(C#N)C=C1 (4-(bromomethyl)benzonitrile). The solvent is C(C)O (ethanol). Product: C1(=CC=CC=C1)N1CCN(CC1)CC1=CC=C(C#N)C=C1 (4-(4-phenylpiperazinylmethyl)benzonitrile). Isolated yield 79.3%. RXN SMILES: [C:1]1([N:7]2[CH2:12][CH2:11][NH:10][CH2:9][CH2:8]2)[CH:6]=[CH:5][CH:4]=[CH:3][CH:2]=1.Br[CH2:14][C:15]1[CH:22]=[CH:21][C:18]([C:19]#[N:20])=[CH:17][CH:16]=1.CC(C)=O>C(O)C>[C:1]1([N:7]2[CH2:12][CH2:11][N:10]([CH2:14][C:15]3[CH:22]=[CH:21][C:18]([C:19]#[N:20])=[CH:17][CH:16]=3)[CH2:9][CH2:8]2)[CH:6]=[CH:5][CH:4]=[CH:3][CH:2]=1. Procedure: 4-phenylpiperazine (41.4 g, 0.26 mol) was added to a solution of 4-(bromomethyl)benzonitrile (25 g, 0.13 mol) in 60 ml ethanol and the mixture was refluxed for one hour. After filtration of the precipitated N-phenylpiperazinium bromide, the filtrate was evaporated and the residue was recrystallized in a chloroform: acetone mixture to afford 28.6 g (79% yield) of 4-(4-phenylpiperazinylmethyl)benzonitrile. Starting materials: C(C1=CC=CC=C1)N(C(COC1=CC=C(C=C1)C[C@@H](C(=O)OCC)OCC)=O)CC (ethyl(2S)-3-(4-{2-[benzyl(ethyl)amino]-2-oxoethoxy}phenyl)-2-ethoxypropanoate), [Li+].[OH-] (LiOH), Cl (HCl). Solvent: C(C)#N (acetonitrile). Conditions: time 8 hour. Yields the product C(C1=CC=CC=C1)N(C(COC1=CC=C(C=C1)C[C@@H](C(=O)O)OCC)=O)CC ((2S)-3-(4-{2-[Benzyl(ethyl)amino]-2-oxoethoxy}phenyl)-2-ethoxypropanoic acid). Yield: 92.2%. Reaction SMILES: [CH2:1]([N:8]([CH2:29][CH3:30])[C:9](=[O:28])[CH2:10][O:11][C:12]1[CH:17]=[CH:16][C:15]([CH2:18][C@H:19]([O:25][CH2:26][CH3:27])[C:20]([O:22]CC)=[O:21])=[CH:14][CH:13]=1)[C:2]1[CH:7]=[CH:6][CH:5]=[CH:4][CH:3]=1.[Li+].[OH-].Cl>C(#N)C>[CH2:1]([N:8]([CH2:29][CH3:30])[C:9](=[O:28])[CH2:10][O:11][C:12]1[CH:17]=[CH:16][C:15]([CH2:18][C@H:19]([O:25][CH2:26][CH3:27])[C:20]([OH:22])=[O:21])=[CH:14][CH:13]=1)[C:2]1[CH:7]=[CH:6][CH:5]=[CH:4][CH:3]=1 |f:1.2|. Procedure details: To a solution of ethyl(2S)-3-(4-{2-[benzyl(ethyl)amino]-2-oxoethoxy}phenyl)-2-ethoxypropanoate (0.112 g, 0.27 mmol) in acetonitrile (14 mL) was added aqueous 0.10 M LiOH (7 mL) and the reaction mixture was stirred at room temperature overnight. After neutralisation with 5% HCl, the solvent volume was reduced in vacuo and the mixture was extracted with ethyl acetate (3×50 mL). The combined organic phase was washed with brine (50 mL), dried over Na2SO4, and concentrated in vacuo to afford 0.096 g ...